Task: describe an organic reaction: reactants, conditions, products, and yield. Dataset: the Open Reaction Database (ORD), a public repository of structured organic reaction records Product: O1C(=CC=C1)CSCCNC1=NC=C(C(N1)=O)CC=1C=NC=CC1 (2-[2-(2-furylmethylthio)ethylamino]-5-(3-pyridylmethyl)-4-pyrimidone). Run in C(C)O (ethanol). The reactants are [N+](=O)([O-])NC1=NC=C(C(N1)=O)CC=1C=NC=CC1 (2-Nitroamino-5-(3-pyridylmethyl)-4-pyrimidone), Cl.O1C=CC=C1CSCCN (2-(5-furylmethylthio)ethylamine hydrochloride), [O-]CC.[Na+] (sodium ethoxide). Procedure details: (b)(i) 2-Nitroamino-5-(3-pyridylmethyl)-4-pyrimidone (12.36 g) was added to a stirred mixture of 2-(5-furylmethylthio)ethylamine hydrochloride (10.65 g) and sodium ethoxide (prepared from 1.26 g sodium) in dry ethanol (300 ml) and the mixture was boiled under reflux for 44 hours and evaporated to dryness. The residue was triturated with water (discarded) and recrystallised from aqueous 2-propanol to give 2-[2-(2-furylmethylthio)ethylamino]-5-(3-pyridylmethyl)-4-pyrimidone, m.p. 136°-139°. RXN SMILES: [N+]([NH:4][C:5]1[NH:10][C:9](=[O:11])[C:8]([CH2:12][C:13]2[CH:14]=[N:15][CH:16]=[CH:17][CH:18]=2)=[CH:7][N:6]=1)([O-])=O.Cl.[O:20]1[C:24]([CH2:25][S:26][CH2:27][CH2:28]N)=[CH:23][CH:22]=[CH:21]1.[O-]CC.[Na+]>C(O)C>[O:20]1[CH:21]=[CH:22][CH:23]=[C:24]1[CH2:25][S:26][CH2:27][CH2:28][NH:4][C:5]1[NH:10][C:9](=[O:11])[C:8]([CH2:12][C:13]2[CH:14]=[N:15][CH:16]=[CH:17][CH:18]=2)=[CH:7][N:6]=1 |f:1.2,3.4|.